From a dataset of the Open Reaction Database (ORD), a public repository of structured organic reaction records. describe an organic reaction: reactants, conditions, products, and yield Conditions: time 24 hour. Solvent: ClCCl (dichloromethane), CCOCC (ether). Starting materials: COC1=CC=C(C=C1)CSC=1N(C(C(=CN1)C(=O)OCC)C1=CC(=CC=C1)Cl)C(=O)OCC (2-[[(4-methoxyphenyl)methyl]thio]-6-(3-chlorophenyl)-1,5(6H)-pyrimidinedicarboxylic acid, diethyl ester), ethyl ester, ( a ), N1=CC=CC=C1 (pyridine), ClC(=O)OCC (ethyl chloroformate). As a reaction SMILES: N1C=CC=C[CH:2]=1.ClC(OCC)=O.[CH3:13][O:14][C:15]1[CH:20]=[CH:19][C:18]([CH2:21][S:22][C:23]2[N:24]([C:41]([O:43][CH2:44][CH3:45])=[O:42])[CH:25]([C:34]3[CH:39]=[CH:38][CH:37]=[C:36]([Cl:40])[CH:35]=3)[C:26]([C:29]([O:31][CH2:32][CH3:33])=[O:30])=[CH:27][N:28]=2)=[CH:17][CH:16]=1>ClCCl.CCOCC>[CH3:13][O:14][C:15]1[CH:20]=[CH:19][C:18]([CH2:21][S:22][C:23]2[N:24]([C:41]([O:43][CH2:44][CH3:45])=[O:42])[CH:25]([C:34]3[CH:39]=[CH:38][CH:37]=[C:36]([Cl:40])[CH:35]=3)[C:26]([C:29]([O:31][CH2:32][CH3:33])=[O:30])=[C:27]([CH3:2])[N:28]=2)=[CH:17][CH:16]=1. Reported procedure: A cold solution of the ethyl ester product from part (a) (2.0 g., 4.6 mmole) and pyridine (0.76 ml., 9.3 mmole) in dichloromethane (15 ml.) is treated dropwise with ethyl chloroformate (0.48 g., 4.4 mmole) and stirred at room temperature for 24 hours. The solution is diluted with ether and washed with water, 1N hydrochloric acid, sodium bicarbonate, and brine. The dried solution is evaporated to give 1.87 g. of 2-[[(4-methoxyphenyl)methyl]thio]-6-(3-chlorophenyl)-1,5(6H)-pyrimidinedicarboxylic a... Product: COC1=CC=C(C=C1)CSC=1N(C(C(=C(N1)C)C(=O)OCC)C1=CC(=CC=C1)Cl)C(=O)OCC (2-[[(4-Methoxyphenyl)methyl]thio]-4-methyl-6-(3-chlorophenyl)-1,5(6H)-pyrimidinedicarboxylic acid, diethyl ester). Starting materials: organic peroxide, peroxy esters, C(C)(C)(C1=CC=CC=C1)OOC(C)(C)C1=CC=CC=C1 (DCP), diacyl peroxides, peroxydicarbonates, peroxide, C(C)(C)(C)OOC(=O)C=1C=C(C(=O)C2=CC(=C(C=C2)C(=O)OOC(C)(C)C)C(=O)OOC(C)(C)C)C=CC1C(=O)OOC(C)(C)C (3,3′,4,4′-tetra(t-butyl peroxycarbonyl)benzophenone), hydroperoxides, peroxy ketals, dialkyl peroxide, ketone peroxides. Yields the product CC(C)(C)OOC(C)(C)C (DTBP). RXN SMILES: C(OOC(C1C=C(C=CC=1C(OOC(C)(C)C)=O)C(C1C=CC(C(OOC(C)(C)C)=O)=C(C(OOC(C)(C)C)=O)C=1)=O)=O)(C)(C)C.[C:47]([O:56][O:57][C:58]([C:61]1C=CC=CC=1)([CH3:60])[CH3:59])([C:50]1C=CC=CC=1)([CH3:49])[CH3:48]>>[CH3:48][C:47]([O:56][O:57][C:58]([CH3:61])([CH3:60])[CH3:59])([CH3:50])[CH3:49]. Procedure details: The initiator can be any known polymerization initiator which decomposes during the cure cycle. Suitable initiators include organic peroxide compounds, such as peroxy ketals (e.g., 1,1-bis(t-hexylperoxy)-3,3,5-trimethylcyclohexane, 1,1-bis(t-hexylperoxy)cyclohexane, 1,1-bis(t-butylperoxy)cyclododecane, n-butyl-4,4-bis(t-butylperoxy)valerate, 2,2-bis(4,4-di-t-butylperoxycyclohexyl)propane, 1,1-di(t-butylperoxy)-3,3,5-trimethylcyclohexane, 1,1-bis(t-butylperoxy)cyclohexane, 2,2-bis(t-butylperoxy)b... Reactants: CCN=C=NCCCN(C)C, COC(=O)CNC(=O)C(N)Cc1ccccc1, CC#N, O=C(O)c1cc2cc(Cl)ccc2[nH]1, Cl, On1nnc2ccccc21. Product: COC(=O)CNC(=O)C(Cc1ccccc1)NC(=O)c1cc2cc(Cl)ccc2[nH]1. Reaction SMILES: [CH3:15][N:16]([CH3:17])[CH2:18][CH2:19][CH2:20][N:21]=[C:22]=[N:23][CH2:24][CH3:25].[CH3:36][O:37][C:38]([CH2:39][NH:40][C:41]([CH:42]([CH2:43][c:44]1[cH:45][cH:46][cH:47][cH:48][cH:49]1)[NH2:50])=[O:51])=[O:52].[CH3:53][C:54]#[N:55].[Cl:1][c:2]1[cH:3][c:4]2[cH:5][c:6]([C:11](=[O:12])[OH:13])[nH:7][c:8]2[cH:9][cH:10]1.[ClH:14].[OH:26][n:27]1[c:28]2[cH:29][cH:30][cH:31][cH:32][c:33]2[n:34][n:35]1>>[Cl:1][c:2]1[cH:3][c:4]2[cH:5][c:6]([C:11](=[O:13])[NH:50][CH:42]([C:41]([NH:40][CH2:39][C:38]([O:37][CH3:36])=[O:52])=[O:51])[CH2:43][c:44]3[cH:45][cH:46][cH:47][cH:48][cH:49]3)[nH:7][c:8]2[cH:9][cH:10]1. Reactants: C[Si](C)(C)C#N, ClCCl, O=C1CC(NC(=O)C(F)(F)F)(c2ccc(-c3nc4ccn5c(-c6ncccn6)nnc5c4cc3-c3ccccc3)cc2)C1, [I-], [I-], O, [Zn+2]. Yields the product N#CC1(O)CC(NC(=O)C(F)(F)F)(c2ccc(-c3nc4ccn5c(-c6ncccn6)nnc5c4cc3-c3ccccc3)cc2)C1. As a reaction SMILES: [CH3:44][Si:45]([CH3:46])([CH3:47])[C:48]#[N:49].[Cl:51][CH2:52][Cl:53].[F:1][C:2]([C:3](=[O:4])[NH:5][C:6]1([c:11]2[cH:12][cH:13][c:14](-[c:17]3[n:18][c:19]4[cH:20][cH:21][n:22]5[c:23]([c:24]4[cH:25][c:26]3-[c:27]3[cH:28][cH:29][cH:30][cH:31][cH:32]3)[n:33][n:34][c:35]5-[c:36]3[n:37][cH:38][cH:39][cH:40][n:41]3)[cH:15][cH:16]2)[CH2:7][C:8](=[O:10])[CH2:9]1)([F:42])[F:43].[I-:54].[I-:56].[OH2:50].[Zn+2:55]>>[F:1][C:2]([C:3](=[O:4])[NH:5][C:6]1([c:11]2[cH:12][cH:13][c:14](-[c:17]3[n:18][c:19]4[cH:20][cH:21][n:22]5[c:23]([c:24]4[cH:25][c:26]3-[c:27]3[cH:28][cH:29][cH:30][cH:31][cH:32]3)[n:33][n:34][c:35]5-[c:36]3[n:37][cH:38][cH:39][cH:40][n:41]3)[cH:15][cH:16]2)[CH2:7][C:8]([OH:10])([C:48]#[N:49])[CH2:9]1)([F:42])[F:43]. Reactants: C1COCCN1, CCCCC, CCC(C)=O, [Cl-], [Cl-], [Cl-], [Cl-], ClCCl, [Ti+4]. The product is C=C(CC)N1CCOCC1. Reaction SMILES: [CH2:6]1[CH2:7][O:8][CH2:9][CH2:10][NH:11]1.[CH3:15][CH2:16][CH2:17][CH2:18][CH3:19].[CH3:1][C:2]([CH2:3][CH3:4])=[O:5].[Cl-:20].[Cl-:21].[Cl-:22].[Cl-:23].[Cl:12][CH2:13][Cl:14].[Ti+4:24]>>[CH2:1]=[C:2]([CH2:3][CH3:4])[N:11]1[CH2:6][CH2:7][O:8][CH2:9][CH2:10]1. Reactants: C(C1=CC=CC=C1)O[C@@H]1C(O[C@@]([C@@H]([C@H]1OCC1=CC=CC=C1)OCC1=CC=CC=C1)(OC)C1=CC(=C(C=C1)Cl)CC1=C(C(=C(C=C1)OC)F)F)(CO)CO ([(3S,4S,5R,6S)-3,4,5-tri-benzyloxy-6-[4-chloro-3-[(2,3-difluoro-4-methoxy-phenyl)methyl]phenyl]-2-(hydroxymethyl)-6-methoxy-tetrahydropyran-2-yl]methanol), FC(C(=O)O)(F)F (trifluoroacetic acid). Run in ClCCl (dichloromethane). Run at time 1.5 hour. Product: C(C1=CC=CC=C1)O[C@@H]1[C@@]2(CO[C@]([C@@H]([C@H]1OCC1=CC=CC=C1)OCC1=CC=CC=C1)(O2)C2=CC(=C(C=C2)Cl)CC2=C(C(=C(C=C2)OC)F)F)CO ([(1S,2S,3S,4R,5S)-2,3,4-tribenzyloxy-5-[4-chloro-3-[(2,3-difluoro-4-methoxy-phenyl)methyl]phenyl]-6,8-dioxabicyclo[3.2.1]octan-1-yl]methanol). Yield: 149.6%. RXN SMILES: [CH2:1]([O:8][C@H:9]1[C@H:14]([O:15][CH2:16][C:17]2[CH:22]=[CH:21][CH:20]=[CH:19][CH:18]=2)[C@@H:13]([O:23][CH2:24]C2C=CC=CC=2)[C@@:12]([C:33]2[CH:38]=[CH:37][C:36]([Cl:39])=[C:35]([CH2:40][C:41]3[CH:46]=[CH:45][C:44]([O:47][CH3:48])=[C:43]([F:49])[C:42]=3[F:50])[CH:34]=2)([O:31][CH3:32])[O:11][C:10]1(CO)[CH2:51][OH:52])C1C=CC=CC=1.F[C:56](F)(F)[C:57](O)=O>ClCCl>[CH2:1]([O:8][C@H:9]1[C@H:14]([O:15][CH2:16][C:17]2[CH:22]=[CH:21][CH:20]=[CH:19][CH:18]=2)[C@@H:13]([O:23][CH2:24][C:57]2[CH:56]=[CH:51][CH:10]=[CH:9][CH:14]=2)[C@:12]2([C:33]3[CH:38]=[CH:37][C:36]([Cl:39])=[C:35]([CH2:40][C:41]4[CH:46]=[CH:45][C:44]([O:47][CH3:48])=[C:43]([F:49])[C:42]=4[F:50])[CH:34]=3)[O:11][C@@:10]1([CH2:51][OH:52])[CH2:32][O:31]2)[C:17]1[CH:22]=[CH:21][CH:20]=[CH:19][CH:18]=1. Procedure: [(3S,4S,5R,6S)-3,4,5-tribenzyloxy-6-[4-chloro-3-[(2,3-difluoro-4-methoxy-phenyl)methyl]phenyl]-2-(hydroxymethyl)-6-methoxy-tetrahydropyran-2-yl]methanol 2n (500 mg, 0.66 mmol) was dissolved in 10 mL dichloromethane, followed by dropwise addition of trifluoroacetic acid (0.2 mL, 2.62 mmol). The reaction mixture was stirred for 1.5 hours. Thereafter, the reaction mixture was washed with 10 mL saturated sodium bicarbonate solution and the organic extract was combined, dried over anhydrous magnesium... Reactants: O (water), BrC1=CC=C(C=C1)B(O)O (4-bromobenzeneboronic acid), Cl.BrC1=CC=NC=C1 (4-bromopyridine hydrochloride), tetrakistriphenylphosphine palladium. The solvent is C(C)O (ethanol), C1(=CC=CC=C1)C (toluene), C([O-])([O-])=O.[Na+].[Na+] (sodium carbonate). The product is N1=CC=C(C=C1)C1=CC=C(C=C1)Br (4-(pyrid-4-yl)bromobenzene). The yield is 30.5%. As a reaction SMILES: [Br:1][C:2]1[CH:7]=[CH:6][C:5](B(O)O)=[CH:4][CH:3]=1.Cl.Br[C:13]1[CH:18]=[CH:17][N:16]=[CH:15][CH:14]=1.O>C(O)C.C1(C)C=CC=CC=1.C(=O)([O-])[O-].[Na+].[Na+]>[N:16]1[CH:17]=[CH:18][C:13]([C:5]2[CH:6]=[CH:7][C:2]([Br:1])=[CH:3][CH:4]=2)=[CH:14][CH:15]=1 |f:1.2,6.7.8|. Procedure details: A solution of 4-bromobenzeneboronic acid (2 g) in absolute ethanol (10 ml) was added slowly to a stirred mixture of 4-bromopyridine hydrochloride (1.96 g) in toluene (10 ml), 2M aqueous sodium carbonate solution (25 ml) and tetrakistriphenylphosphine palladium [0] (345 mg) under an atmosphere of argon. The mixture was heated to reflux and stirred at reflux for 3 hours. The mixture was cooled to ambient temperature and water (50 ml) was added. The resulting mixture was extracted with ethyl acetat...